This data is from the Open Reaction Database (ORD), a public repository of structured organic reaction records. The task is: describe an organic reaction: reactants, conditions, products, and yield Starting materials: C(C)(=O)SC(CC#CCCCC(=O)OC)COC1=CC=C(C=C1)CCCCC (methyl 8-(acetylthio)-9-(4-pentylphenoxy)-5-nonynoate), product, C([O-])([O-])=O.[K+].[K+] (potassium carbonate), O (H2O). The solvent is CO (MeOH). Yields the product SC(CC#CCCCC(=O)O)COC1=CC=C(C=C1)CCCCC (8-Mercapto-9-(4-pentylphenoxy)-5-nonynoic acid). Reaction SMILES: C([S:4][CH:5]([CH2:16][O:17][C:18]1[CH:23]=[CH:22][C:21]([CH2:24][CH2:25][CH2:26][CH2:27][CH3:28])=[CH:20][CH:19]=1)[CH2:6][C:7]#[C:8][CH2:9][CH2:10][CH2:11][C:12]([O:14]C)=[O:13])(=O)C.C(=O)([O-])[O-].[K+].[K+].O>CO>[SH:4][CH:5]([CH2:16][O:17][C:18]1[CH:23]=[CH:22][C:21]([CH2:24][CH2:25][CH2:26][CH2:27][CH3:28])=[CH:20][CH:19]=1)[CH2:6][C:7]#[C:8][CH2:9][CH2:10][CH2:11][C:12]([OH:14])=[O:13] |f:1.2.3|. Procedure details: A mixture of 0.73 g of methyl 8-(acetylthio)-9-(4-pentylphenoxy)-5-nonynoate, the product of Example 12a, 1.25 g of potassium carbonate, 0.6 ml of H2O and 32 ml of MeOH was stirred at RT for 12 hr. MeOH was removed and the residue was acidified with 3N HCL and extracted with Et2O to obtain the crude product. The crude product was purified by silical gel chromatography (CH2Cl2 -MeOH) and then recrystallized in petroleum ether-Et2O to obtain the title compound, mp 70.0-70.5.